This data is from the Open Reaction Database (ORD), a public repository of structured organic reaction records. The task is: describe an organic reaction: reactants, conditions, products, and yield Starting materials: C(=C)C1C(CC(CC1)C=C)C=C (1,2,4-trivinylcyclohexane), C(C)O[SiH](OCC)OCC (triethoxysilane). The reagents and catalysts are [Pt] (platinum). Reaction conditions: temperature 110 celsius. Product: C(C)O[Si](CCC1C(CC(CC1)CC[Si](OCC)(OCC)OCC)C=C)(OCC)OCC (1,4-bis[2-(triethoxy-silanyl)-ethyl]-2-vinyl-cyclohexane). RXN SMILES: [CH:1]([CH:3]1[CH2:8][CH2:7][CH:6]([CH:9]=[CH2:10])[CH2:5][CH:4]1[CH:11]=[CH2:12])=[CH2:2].[CH2:13]([O:15][SiH:16]([O:20][CH2:21][CH3:22])[O:17][CH2:18][CH3:19])[CH3:14]>[Pt]>[CH2:13]([O:15][Si:16]([O:20][CH2:21][CH3:22])([O:17][CH2:18][CH3:19])[CH2:2][CH2:1][CH:3]1[CH2:8][CH2:7][CH:6]([CH2:9][CH2:10][Si:16]([O:20][CH2:21][CH3:22])([O:17][CH2:18][CH3:19])[O:15][CH2:13][CH3:14])[CH2:5][CH:4]1[CH:11]=[CH2:12])[CH3:14]. Procedure: Into a 5 liter round-bottom flask, equipped with an addition funnel, thermocouple, condenser and a magnetic stir were charged 1,2,4-trivinylcyclohexane (1390 g rams, 8.6 moles) and platinum catalyst (25 ppm of platinum (0)-1,3-divinyl-1,1,3,3-tetramethyldisiloxane complex in xylenes from Aldrich). The mixture was heated to 110° C. and triethoxysilane (1132 grams, 6.9 mole, from Momentive Performance Materials, Inc.) was added drop wise while sparging dry air through the flask. The reaction was e...